This data is from the Open Reaction Database (ORD), a public repository of structured organic reaction records. The task is: describe an organic reaction: reactants, conditions, products, and yield The reactants are C(C)(=O)O[BH-](OC(C)=O)OC(C)=O.[Na+] (Sodium triacetoxyborohydride), [OH-].[Na+] (NaOH), FC1=CC=C(C=C1)CCCN[C@@H]1CC[C@H](CC1)C1=CC2=C(NC(S2)=O)C=C1 (6-{trans-4-[3-(4-fluorophenyl)-propylamino]cyclohexyl}-3H-benzthiazol-2-one), O (H2O), p-formaldehyde. The solvent is CO (MeOH). Reaction conditions: time 3 hour. Product: FC1=CC=C(C=C1)CCCN([C@@H]1CC[C@H](CC1)C1=CC2=C(NC(S2)=O)C=C1)C (6-(trans-4-{[3-(4-fluorophenyl)-propyl]methylamino}cyclohexyl)-3H-benzthiazol-2-one). Isolated yield 20.6%. Reaction SMILES: [F:1][C:2]1[CH:7]=[CH:6][C:5]([CH2:8][CH2:9][CH2:10][NH:11][C@H:12]2[CH2:17][CH2:16][C@H:15]([C:18]3[CH:27]=[CH:26][C:21]4[NH:22][C:23](=[O:25])[S:24][C:20]=4[CH:19]=3)[CH2:14][CH2:13]2)=[CH:4][CH:3]=1.O.[C:29](O[BH-](OC(=O)C)OC(=O)C)(=O)C.[Na+].[OH-].[Na+]>CO>[F:1][C:2]1[CH:7]=[CH:6][C:5]([CH2:8][CH2:9][CH2:10][N:11]([CH3:29])[C@H:12]2[CH2:17][CH2:16][C@H:15]([C:18]3[CH:27]=[CH:26][C:21]4[NH:22][C:23](=[O:25])[S:24][C:20]=4[CH:19]=3)[CH2:14][CH2:13]2)=[CH:4][CH:3]=1 |f:2.3,4.5|. Reported procedure: To a stirred solution of 6-{trans-4-[3-(4-fluorophenyl)-propylamino]cyclohexyl}-3H-benzthiazol-2-one (0.24 g, 0.67 mmol) in MeOH (10 mL) containing H2O (0.5 mL) was added p-formaldehyde (0.1 g, 3.3 mmol). The reaction mixture was stirred for 3 hours. Sodium triacetoxyborohydride (0.2 g, 0.9 mmol) was added, and the mixture was stirred overnight. Solid NaOH was added until the solution became clear. The reaction mixture was concentrated under reduced pressure to give a yellow oil. Purification by... Reactants: C(C)(=O)O (acetic acid), [N+](=O)([O-])C1=CC=C(CN2CCCCC2)C=C1 (1-(4-Nitro-benzyl)-piperidine), TiCl3, TiCl3, Cl (HCl), aqueous solution, [OH-].[Na+] (NaOH), N1(CCCCC1)CNC1=CC=CC=C1 (piperidin-1-ylmethyl-phenylamine). Run in O (water). Yields the product N1(CCCCC1)CC1=CC=C(C=C1)NC=C1C(NC2=CC=CC=C12)=O (3-[(4-Piperidin-1-ylmethyl-phenylamino)-methylene]-1,3-dihydro-indol-2-one). As a reaction SMILES: [N+:1]([C:4]1[CH:16]=[CH:15][C:7]([CH2:8][N:9]2[CH2:14][CH2:13][CH2:12][CH2:11][CH2:10]2)=[CH:6][CH:5]=1)([O-])=O.Cl.[OH-:18].[Na+].N1([CH2:26][NH:27][C:28]2[CH:33]=[CH:32][CH:31]=[CH:30][CH:29]=2)CCCCC1.[C:34](O)(=O)[CH3:35]>O>[N:9]1([CH2:8][C:7]2[CH:15]=[CH:16][C:4]([NH:1][CH:34]=[C:35]3[C:29]4[C:28](=[CH:33][CH:32]=[CH:31][CH:30]=4)[NH:27][C:26]3=[O:18])=[CH:5][CH:6]=2)[CH2:14][CH2:13][CH2:12][CH2:11][CH2:10]1 |f:2.3|. Procedure: 1-(4-Nitro-benzyl)-piperidine (0.5052 gms.) is suspended in 25 mL of a 1:1 (v:v) solution of acetic acid and water. The suspension is then treated with 45 mL of an ˜10 wt. % solution of TiCl3 in 20–30 wt. % HCl, dropwise. Over the course of the addition a color change from colorless to purple to black ensues. The reaction mixture is immersed in a 60° C. oil bath overnight following the addition of TiCl3. The reaction mixture is then cooled to room temperature and made basic with the addition of ... Reported procedure: Heat a mixture of 5-(3-methoxyphenyl)-hex-1-yne (56.6 g), water (17.5 cc.), 40% formalin (38.5 cc), diethylamine (40 cc), acetic acid (19 cc), dioxan (175 cc) and cuprous chloride (1 g) at 70° for 16 hours in an atmosphere of nitrogen. Make the cooled solution alkaline with 10% aqueous sodium hydroxide and extract twice with ether. Wash the ether extracts with water, filter and extract with 4N hydrochloric acid (3 × 350 cc). Make the acid extracts alkaline with 10% aqueous sodium hydroxide, extr... Solvent: O1CCOCC1 (dioxan), C(C)(=O)O (acetic acid), O (water). Product: C(C)N(CC#CCCC(C)C1=CC(=CC=C1)OC)CC (1-diethylamino-6-(3-methoxyphenyl)-hept-2-yne). Starting materials: COC=1C=C(C=CC1)C(CCC#C)C (5-(3-methoxyphenyl)-hex-1-yne), C=O (formalin), C(C)NCC (diethylamine), cuprous chloride, [OH-].[Na+] (sodium hydroxide). Reaction SMILES: [CH3:1][O:2][C:3]1[CH:4]=[C:5]([CH:9]([CH3:14])[CH2:10][CH2:11][C:12]#[CH:13])[CH:6]=[CH:7][CH:8]=1.[CH2:15]=O.[CH2:17]([NH:19][CH2:20][CH3:21])[CH3:18].[OH-].[Na+]>O1CCOCC1.C(O)(=O)C.O>[CH2:17]([N:19]([CH2:20][CH3:21])[CH2:15][C:13]#[C:12][CH2:11][CH2:10][CH:9]([C:5]1[CH:6]=[CH:7][CH:8]=[C:3]([O:2][CH3:1])[CH:4]=1)[CH3:14])[CH3:18] |f:3.4|. Starting materials: BrCCCCCCCCCOC1CCCCO1, CN(C)C=O, [H-], [Na+], C1CCOC1, OCCc1ccccc1. The product is c1ccc(CCOCCCCCCCCCOC2CCCCO2)cc1. As a reaction SMILES: [Br:12][CH2:13][CH2:14][CH2:15][CH2:16][CH2:17][CH2:18][CH2:19][CH2:20][CH2:21][O:22][CH:23]1[O:24][CH2:25][CH2:26][CH2:27][CH2:28]1.[CH3:34][N:35]([CH3:36])[CH:37]=[O:38].[H-:1].[Na+:2].[O:29]1[CH2:30][CH2:31][CH2:32][CH2:33]1.[OH:3][CH2:4][CH2:5][c:6]1[cH:7][cH:8][cH:9][cH:10][cH:11]1>>[O:3]([CH2:4][CH2:5][c:6]1[cH:7][cH:8][cH:9][cH:10][cH:11]1)[CH2:13][CH2:14][CH2:15][CH2:16][CH2:17][CH2:18][CH2:19][CH2:20][CH2:21][O:22][CH:23]1[O:24][CH2:25][CH2:26][CH2:27][CH2:28]1. Run at temperature -78 celsius. Run in C(Cl)Cl (DCM). Product: BrC=1C=C(C=C2C=CC(=NC12)CO)F ((8-bromo-6-fluoroquinolin-2-yl)methanol), solid. Starting materials: BrC=1C=C(C=C2C=CC(=NC12)C(=O)OCC)F (Ethyl 8-bromo-6-fluoroquinoline-2-carboxylate), CC(C)C[AlH]CC(C)C (DIBAL-H). Isolated yield 42.0%. As a reaction SMILES: [Br:1][C:2]1[CH:3]=[C:4]([F:17])[CH:5]=[C:6]2[C:11]=1[N:10]=[C:9]([C:12](OCC)=[O:13])[CH:8]=[CH:7]2.CC(C[AlH]CC(C)C)C>C(Cl)Cl>[Br:1][C:2]1[CH:3]=[C:4]([F:17])[CH:5]=[C:6]2[C:11]=1[N:10]=[C:9]([CH2:12][OH:13])[CH:8]=[CH:7]2. Procedure: Ethyl 8-bromo-6-fluoroquinoline-2-carboxylate (3.201 g, 10.7 mmol) was weighed into a flask, and dissolved in 100 mL of DCM. The reaction was cooled to −78° C., followed by drop-wise addition of DIBAL-H (21.48 mL, 32.22 mmol) over 10 minutes. The reaction was then allowed to stir and warm to ambient temperature over 2 hours at which time the starting material had been consumed. The reaction was quenched with 10 mL MeOH, followed by addition of 100 mL of Rochelle's Salts, and stirred overnight to... Starting materials: BrC1=NN(C2=CC(=CC=C12)CN(C(OC(C)(C)C)=O)C1CC1)CCCOC (tert-butyl {[3-bromo-1-(3-methoxypropyl)-1H-indazol-6-yl]methyl}cyclopropylcarbamate), NC1=CC=CC=C1 (aniline), C1(CCCCC1)P(C1=C(C=CC=C1)C1=C(C=C(C=C1C(C)C)C(C)C)C(C)C)C1CCCCC1 (2-dicyclohexylphosphino-2′,4′,6′-triisopropyl-1,1′-biphenyl), C([O-])([O-])=O.[K+].[K+] (potassium carbonate). Reagents/catalysts: C=1C=CC(=CC1)/C=C/C(=O)/C=C/C2=CC=CC=C2.C=1C=CC(=CC1)/C=C/C(=O)/C=C/C2=CC=CC=C2.C=1C=CC(=CC1)/C=C/C(=O)/C=C/C2=CC=CC=C2.[Pd].[Pd] (tris(dibenzylideneacetone)dipalladium). Solvent: C(C)(C)(C)O (tert-butanol), O (Water). Conditions: temperature 100 celsius, time 24 hour. The product is N(C1=CC=CC=C1)C1=NN(C2=CC(=CC=C12)CN(C(OC(C)(C)C)=O)C1CC1)CCCOC (tert-butyl {[3-anilino-1-(3-methoxypropyl)-1H-indazol-6-yl]methyl}cyclopropylcarbamate). Isolated yield 78.8%. RXN SMILES: Br[C:2]1[C:10]2[C:5](=[CH:6][C:7]([CH2:11][N:12]([CH:20]3[CH2:22][CH2:21]3)[C:13](=[O:19])[O:14][C:15]([CH3:18])([CH3:17])[CH3:16])=[CH:8][CH:9]=2)[N:4]([CH2:23][CH2:24][CH2:25][O:26][CH3:27])[N:3]=1.[NH2:28][C:29]1[CH:34]=[CH:33][CH:32]=[CH:31][CH:30]=1.C1(P(C2CCCCC2)C2C=CC=CC=2C2C(C(C)C)=CC(C(C)C)=CC=2C(C)C)CCCCC1.C(=O)([O-])[O-].[K+].[K+]>C(O)(C)(C)C.C1C=CC(/C=C/C(/C=C/C2C=CC=CC=2)=O)=CC=1.C1C=CC(/C=C/C(/C=C/C2C=CC=CC=2)=O)=CC=1.C1C=CC(/C=C/C(/C=C/C2C=CC=CC=2)=O)=CC=1.[Pd].[Pd].O>[NH:28]([C:2]1[C:10]2[C:5](=[CH:6][C:7]([CH2:11][N:12]([CH:20]3[CH2:22][CH2:21]3)[C:13](=[O:19])[O:14][C:15]([CH3:18])([CH3:17])[CH3:16])=[CH:8][CH:9]=2)[N:4]([CH2:23][CH2:24][CH2:25][O:26][CH3:27])[N:3]=1)[C:29]1[CH:34]=[CH:33][CH:32]=[CH:31][CH:30]=1 |f:3.4.5,7.8.9.10.11|. Procedure: A mixture of tert-butyl {[3-bromo-1-(3-methoxypropyl)-1H-indazol-6-yl]methyl}cyclopropylcarbamate (200 mg), aniline (64 mg), 2-dicyclohexylphosphino-2′,4′,6′-triisopropyl-1,1′-biphenyl (X-Phos) (8.7 ml), potassium carbonate (88 mg) and tris(dibenzylideneacetone)dipalladium (4.2 mg) in tert-butanol (3 ml) was stirred at 100° C. for 24 hours under argon atmosphere. Water was added to the reaction mixture under ice-cooling and the mixture was extracted with ethyl acetate. The organic layer was wash...